Dataset: the Open Reaction Database (ORD), a public repository of structured organic reaction records. Task: describe an organic reaction: reactants, conditions, products, and yield Reactants: [Si](C)(C)(C(C)(C)C)O[C@@H]1C=C2C=C[C@@H]([C@@H]([C@H]2[C@H](C1)OC(C(CC)OC1=CC(=CC=C1)N(C)C)=O)CC[C@@H]1C[C@H](CC(O1)=O)O[Si](C)(C)C(C)(C)C)C ((4R,6R)-6-([1S,2S,6S,8S,8aR]-2-{1,2,6,7,8,8a-Hexahydro-6-t-butyldimethylsilyloxy-8-[(2RS)-2-(3-dimethylaminophenoxy)butyryloxy]-2-methyl-1-naphthyl}ethyl)tetrahydro-4-t-butyldimethylsilyloxy-2H-pyran-2-one), solution, [F-].C(CCC)[N+](CCCC)(CCCC)CCCC (tetrabutylammonium fluoride). Solvent: O1CCCC1 (tetrahydrofuran). The product is O[C@@H]1C=C2C=C[C@@H]([C@@H]([C@H]2[C@H](C1)OC(C(CC)OC1=CC(=CC=C1)N(C)C)=O)CC[C@@H]1C[C@H](CC(O1)=O)O)C ((4R,6R)-6-([1S,2S,6S,8S,8aR]-2-{1,2,6,7,8,8a-Hexahydro-6-hydroxy-8-[(2 RS)-2-(3-dimethylaminophenoxy)butyryloxy]-2-methyl-1-naphthyl}ethyl)tetrahydro-4-hydroxy-2 H -pyran-2-one). Yield: 17.7%. As a reaction SMILES: [Si]([O:8][C@H:9]1[CH2:18][C@H:17]([O:19][C:20](=[O:34])[CH:21]([O:24][C:25]2[CH:30]=[CH:29][CH:28]=[C:27]([N:31]([CH3:33])[CH3:32])[CH:26]=2)[CH2:22][CH3:23])[C@H:16]2[C:11]([CH:12]=[CH:13][C@H:14]([CH3:52])[C@@H:15]2[CH2:35][CH2:36][C@H:37]2[O:42][C:41](=[O:43])[CH2:40][C@H:39]([O:44][Si](C(C)(C)C)(C)C)[CH2:38]2)=[CH:10]1)(C(C)(C)C)(C)C.[F-].C([N+](CCCC)(CCCC)CCCC)CCC>O1CCCC1>[OH:8][C@H:9]1[CH2:18][C@H:17]([O:19][C:20](=[O:34])[CH:21]([O:24][C:25]2[CH:30]=[CH:29][CH:28]=[C:27]([N:31]([CH3:33])[CH3:32])[CH:26]=2)[CH2:22][CH3:23])[C@H:16]2[C:11]([CH:12]=[CH:13][C@H:14]([CH3:52])[C@@H:15]2[CH2:35][CH2:36][C@H:37]2[O:42][C:41](=[O:43])[CH2:40][C@H:39]([OH:44])[CH2:38]2)=[CH:10]1 |f:1.2|. Procedure: A procedure similar to that described in Example 2, above, was followed, but using 1.26 g of (4R,6R)-6-([1S,2S,6S,8S,8aR]-2-{1,2,6,7,8,8a-hexahydro-6-t-butyldimethylsilyloxy-8-[(2RS)-2-(3-dimethylaminophenoxy)butyryloxy]-2-methyl-1-naphthyl}ethyl)tetrahydro-4-t-butyldimethylsilyloxy-2H-pyran-2-one [prepared as described in Example 136, above] and 33.4 ml of a 1.0 molar solution of tetrabutylammonium fluoride in tetrahydrofuran, to give 156 mg of the title compound as yellow crystals, melting at ... Reactants: C([O-])([O-])=O.[K+].[K+] (potassium carbonate), C[Si](C#CC[C@]1([C@]2(C)[C@@H](C=C1)[C@@H]1CCC3=CC(CCC3=C1[C@H](C2)C2=CC=C(C=C2)C(C)=O)=O)O)(C)C (17-(3-trimethylsilyl-prop-2-inyl)-17β-hydroxy-11β-(4-acetylphenyl)-4,9,15-estratrien-3-one), O (water). Solvent: CO (methanol). Reaction conditions: temperature 23 celsius, time 1.5 hour. Yields the product C(C#C)[C@]1([C@]2(C)[C@@H](C=C1)[C@@H]1CCC3=CC(CCC3=C1[C@H](C2)C2=CC=C(C=C2)C(C)=O)=O)O (17-(Prop-2-inyl)-17β-hydroxy-11β-(4-acetylphenyl)-4,9,15-estratrien-3-one). The yield is 68.5%. As a reaction SMILES: C[Si](C)(C)[C:3]#[C:4][CH2:5][C@:6]1([OH:34])[CH:11]=[CH:10][C@H:9]2[C@H:12]3[C:21]([C@@H:22]([C:24]4[CH:29]=[CH:28][C:27]([C:30](=[O:32])[CH3:31])=[CH:26][CH:25]=4)[CH2:23][C@:7]12[CH3:8])=[C:20]1[C:15](=[CH:16][C:17](=[O:33])[CH2:18][CH2:19]1)[CH2:14][CH2:13]3.C(=O)([O-])[O-].[K+].[K+].O>CO>[CH2:5]([C@:6]1([OH:34])[CH:11]=[CH:10][C@H:9]2[C@H:12]3[C:21]([C@@H:22]([C:24]4[CH:29]=[CH:28][C:27]([C:30](=[O:32])[CH3:31])=[CH:26][CH:25]=4)[CH2:23][C@:7]12[CH3:8])=[C:20]1[C:15](=[CH:16][C:17](=[O:33])[CH2:18][CH2:19]1)[CH2:14][CH2:13]3)[C:4]#[CH:3] |f:1.2.3|. Procedure details: 350 mg of 17-(3-trimethylsilyl-prop-2-inyl)-17β-hydroxy-11β-(4-acetylphenyl)-4,9,15-estratrien-3-one is dissolved in methanol and stirred at 23° C. for 1.5 hours after addition of 387 mg of potassium carbonate. This is poured into water and extracted with acetic ester. The combined organic phases are dried over sodium sulphate and concentrated in vacuo. The residue is chromatographed with a mixture of hexane/acetic ester over silica gel. 205 mg of the title compound is isolated as white foam. Cr...